This data is from the Open Reaction Database (ORD), a public repository of structured organic reaction records. The task is: describe an organic reaction: reactants, conditions, products, and yield The reactants are COCOC=1C(=NC=CC1)CC1=CC=C(C=C1)NC(=O)C=1CCOC2=C(C1)C=C(C=C2)C2=CC=C(C=C2)C (N-[4-(3-methoxymethoxypyridin-2-ylmethyl)phenyl]-7-(4-methylphenyl)-2,3-dihydro-1-benzoxepine-4-carboxamide), ClC1=CC(=CC=C1)C(=O)OO (3-chloroperbenzoic acid), S(=S)(=O)([O-])[O-].[Na+].[Na+] (sodium thiosulfate). Run in O1CCCC1 (tetrahydrofuran). Reaction conditions: time 18 hour. The product is [O-][N+]1=C(C(=CC=C1)OCOC)CC1=CC=C(C=C1)NC(=O)C=1CCOC2=C(C1)C=C(C=C2)C2=CC=C(C=C2)C (N-[4-(1-oxido-3-methoxymethoxypyridin-2-ylmethyl)phenyl]-7-(4-methyl-phenyl)-2,3-dihydro-1-benzoxepine-4-carboxamide). Isolated yield 65.6%. Reaction SMILES: [CH3:1][O:2][CH2:3][O:4][C:5]1[C:6]([CH2:11][C:12]2[CH:17]=[CH:16][C:15]([NH:18][C:19]([C:21]3[CH2:22][CH2:23][O:24][C:25]4[CH:31]=[CH:30][C:29]([C:32]5[CH:37]=[CH:36][C:35]([CH3:38])=[CH:34][CH:33]=5)=[CH:28][C:26]=4[CH:27]=3)=[O:20])=[CH:14][CH:13]=2)=[N:7][CH:8]=[CH:9][CH:10]=1.ClC1C=CC=C(C(OO)=[O:47])C=1.S([O-])([O-])(=O)=S.[Na+].[Na+]>O1CCCC1>[O-:47][N+:7]1[CH:8]=[CH:9][CH:10]=[C:5]([O:4][CH2:3][O:2][CH3:1])[C:6]=1[CH2:11][C:12]1[CH:13]=[CH:14][C:15]([NH:18][C:19]([C:21]2[CH2:22][CH2:23][O:24][C:25]3[CH:31]=[CH:30][C:29]([C:32]4[CH:33]=[CH:34][C:35]([CH3:38])=[CH:36][CH:37]=4)=[CH:28][C:26]=3[CH:27]=2)=[O:20])=[CH:16][CH:17]=1 |f:2.3.4|. Reported procedure: To a solution of N-[4-(3-methoxymethoxypyridin-2-ylmethyl)phenyl]-7-(4-methylphenyl)-2,3-dihydro-1-benzoxepine-4-carboxamide (300 mg) in tetrahydrofuran (10 ml) was added 3-chloroperbenzoic acid (70%, 0.22 g) at 0° C., and the mixture was stirred at room temperature for 18 hours. To the mixture was added sodium thiosulfate, and the mixture was stirred for a few minutes. The mixture was extracted with ethyl acetate, and the organic layer was washed with saturated sodium bicarbonate solution and s... The reactants are CCN=C=NCCCN(C)C (EDCI), CCN(C(C)C)C(C)C (DIPEA), C(C1=CC=CC=C1)O (benzyl alcohol), N1([C@H](C(=O)O)CCC1)C(=O)OC(C)(C)C (Boc-Pro-OH). The reagents and catalysts are CN(C)C=1C=CN=CC1 (DMAP). Run in ClCCl (dichloromethane). Reaction conditions: time 12 hour. Product: N1([C@@H](CCC1)C(=O)OCC1=CC=CC=C1)C(=O)OC(C)(C)C ((S)-2-benzyl 1-tert-butyl pyrrolidine-1,2-dicarboxylate). The yield is 99.7%. Reaction SMILES: [N:1]1([C:9]([O:11][C:12]([CH3:15])([CH3:14])[CH3:13])=[O:10])[CH2:8][CH2:7][CH2:6][C@H:2]1[C:3]([OH:5])=[O:4].CCN=C=NCCCN(C)C.CCN(C(C)C)C(C)C.[CH2:36](O)[C:37]1[CH:42]=[CH:41][CH:40]=[CH:39][CH:38]=1>ClCCl.CN(C1C=CN=CC=1)C>[N:1]1([C:9]([O:11][C:12]([CH3:15])([CH3:14])[CH3:13])=[O:10])[CH2:8][CH2:7][CH2:6][C@H:2]1[C:3]([O:5][CH2:36][C:37]1[CH:42]=[CH:41][CH:40]=[CH:39][CH:38]=1)=[O:4]. Reported procedure: Boc-Pro-OH (50.0 g, 0.23 mol) was dissolved in dichloromethane (500 mL), and EDCI (89.1 g, 0.46 mol), DMAP (5.7 g, 0.05 mol), DIPEA (162 mL, 0.93 mol) and benzyl alcohol (48 mL, 0.46 mol) were added dropwise. The mixture was stirred at room temperature for 12 hours. The mixture was washed several times with an aqueous solution of 5% citric acid. The organic layer was dried over sodium sulfate, and filtered and distilled under reduced pressure to obtain the title compound as yellow oil (70.0 g, 9... The reactants are CC(C=O)CC=CC(CC=CC(CC)C)C (2,6,10-trimethyl-dodeca-4,8-dien-1-al). The reagents and catalysts are [Pd] (palladium/charcoal). The solvent is O1CCCC1 (tetrahydrofuran). Product: CC(C=O)CCCC(CCCC(CC)C)C (2,6,10-trimethyl-dodecan-1-al). The yield is 92.8%. As a reaction SMILES: [CH3:1][CH:2]([CH2:5][CH:6]=[CH:7][CH:8]([CH3:16])[CH2:9][CH:10]=[CH:11][CH:12]([CH3:15])[CH2:13][CH3:14])[CH:3]=[O:4]>O1CCCC1.[Pd]>[CH3:1][CH:2]([CH2:5][CH2:6][CH2:7][CH:8]([CH3:16])[CH2:9][CH2:10][CH2:11][CH:12]([CH3:15])[CH2:13][CH3:14])[CH:3]=[O:4]. Reported procedure: 22 g (0.1 mole) of 2,6,10-trimethyl-dodeca-4,8-dien-1-al are dissolved in 20 ml of tetrahydrofuran, 1 g of a palladium/charcoal catalyst (1%) is added and hydrogenation is carried out at 70° C until the absorption of hydrogen has ceased. The catalyst is then filtered off, the solvent distilled off and the residue is fractionated through a descending condenser. 21 g of 2,6,10-trimethyl-dodecan-1-al are obtained (yield, 93% of theory). B.p. = 80° - 81° C at 0.3 mm Hg; nD25 = 1.4456. Odor: bitter, ... Starting materials: CNOC, O=C(Cl)C(=O)Cl, Cl, Cc1cccc(C(=O)O)c1F, c1ccncc1. The product is CON(C)C(=O)c1cccc(C)c1F. As a reaction SMILES: [CH3:13][NH:14][O:15][CH3:16].[Cl:17][C:18]([C:19]([Cl:20])=[O:21])=[O:22].[ClH:12].[F:1][c:2]1[c:3]([C:4](=[O:5])[OH:6])[cH:7][cH:8][cH:9][c:10]1[CH3:11].[cH:23]1[cH:24][cH:25][n:26][cH:27][cH:28]1>>[F:1][c:2]1[c:3]([C:4](=[O:5])[N:14]([CH3:13])[O:15][CH3:16])[cH:7][cH:8][cH:9][c:10]1[CH3:11]. The reactants are CCN(C(C)C)C(C)C (DIPEA), 6-((7-amino-4-methylcoumarin-3-acetyl)amino)hexanoic acid succinimidyl ester, C(CCl)Cl (EDC), C/C/1=C\CC/C(=C/C[C@]2([C@H](C/C=C(/[C@H](CC1)O)\C)C(=C(C2=O)O)[C@H](C)CO)C)/C (terpestacin), C(=O)(OC(C)(C)C)C(C(=O)O)CCCCN (Boc-6-aminohexanoic acid). The reagents and catalysts are CN(C)C=1C=CN=CC1 (DMAP). The solvent is CN(C)C=O (DMF). Run at time 2 hour. Product: O1C(=O)C=CC2=CC=CC=C12 (coumarin). Yield: 61.0%. RXN SMILES: C(Cl)CCl.CC1=CCCC(C)=CC[C@:13]2(C)[C:25](=[O:26])[C:24](O)=[C:23]([C@@H:28]([CH2:30][OH:31])C)[C@H:14]2[CH2:15][CH:16]=C(C)[C@@H](O)CC1.C(C(CCCCN)C(O)=O)(OC(C)(C)C)=O.CCN(C(C)C)C(C)C>CN(C1C=CN=CC=1)C.CN(C=O)C>[O:26]1[C:25]2[C:24](=[CH:16][CH:15]=[CH:14][CH:13]=2)[CH:23]=[CH:28][C:30]1=[O:31]. Reported procedure: EDC (1.0 mg, 0.0052 mmol) and DMAP (0.64 mg, 0.0052 mmol) were added to a stirred solution of terpestacin (2.0 mg, 0.005 mmol) and Boc-6-aminohexanoic acid (1.2 mg, 0.0052 mmol) in DMF (2 mL) at 0° C. The reaction mixture was reacted overnight at room temperature. The reaction product was extracted with ethanol (4 mL×3), treated with 20% TFA in CH2Cl2 (1 mL) and stirred at room temperature for 2 hours. DIPEA (1.3 mg, 0.01 mmol) and 6-((7-amino-4-methylcoumarin-3-acetyl)amino)hexanoic acid succin... Starting materials: CCOC(C)=O, O=C(Cl)c1cccc([N+](=O)[O-])c1, Nc1cccc2c1CNC2=O, [Na+], O=C([O-])O. Product: O=C1NCc2ccccc21. Reaction SMILES: [CH3:24][CH2:25][O:26][C:27](=[O:28])[CH3:29].[N+:12]([c:13]1[cH:14][c:15]([C:19]([Cl:20])=[O:21])[cH:16][cH:17][cH:18]1)([O-:22])=[O:23].[NH2:1][c:2]1[c:3]2[c:7]([cH:8][cH:9][cH:10]1)[C:6](=[O:11])[NH:5][CH2:4]2.[Na+:34].[O-:30][C:31]([OH:32])=[O:33]>>[cH:2]1[c:3]2[c:7]([cH:8][cH:9][cH:10]1)[C:6](=[O:11])[NH:5][CH2:4]2. Reactants: C(C1=CC=CC=C1)(=O)NCC(=O)C=1OC=CC1 (N-benzoyl-(2-furylcarbonyl)methylamine), [H-].[Na+] (sodium hydride), BrCC(=O)OCC (ethyl bromoacetate). The product is C(C1=CC=CC=C1)(=O)NC(CC(=O)OCC)C(=O)C=1OC=CC1 (ethyl 3-benzoylamino-3-(2-furylcarbonyl)propionate). Yield: 72.7%. RXN SMILES: [C:1]([NH:9][CH2:10][C:11]([C:13]1[O:14][CH:15]=[CH:16][CH:17]=1)=[O:12])(=[O:8])[C:2]1[CH:7]=[CH:6][CH:5]=[CH:4][CH:3]=1.[H-].[Na+].Br[CH2:21][C:22]([O:24][CH2:25][CH3:26])=[O:23]>>[C:1]([NH:9][CH:10]([C:11]([C:13]1[O:14][CH:15]=[CH:16][CH:17]=1)=[O:12])[CH2:21][C:22]([O:24][CH2:25][CH3:26])=[O:23])(=[O:8])[C:2]1[CH:3]=[CH:4][CH:5]=[CH:6][CH:7]=1 |f:1.2|. Procedure details: 4.0 g of N-benzoyl-(2-furylcarbonyl)methylamine, 0.8 g of 61% sodium hydride and 3.2 g of ethyl bromoacetate are treated in the same manner as described in Preparation 1-(2). 4.0 g of ethyl 3-benzoylamino-3-(2-furylcarbonyl)propionate are thereby obtained. Yield: 72.7%